This data is from the Open Reaction Database (ORD), a public repository of structured organic reaction records. The task is: describe an organic reaction: reactants, conditions, products, and yield Starting materials: CC(=O)O, O=C(O)C(F)(F)F, N=C(NO)c1cc2nc(-c3ccccn3)[nH]c2cc1F. Yields the product N=C(N)c1cc2nc(-c3ccccn3)[nH]c2cc1F. RXN SMILES: [CH3:28][C:29](=[O:30])[OH:31].[F:1][C:2]([F:3])([F:4])[C:5]([OH:6])=[O:7].[F:8][c:9]1[c:10]([C:24](=[NH:25])[NH:26][OH:27])[cH:11][c:12]2[c:13]([nH:14][c:15](-[c:17]3[n:18][cH:19][cH:20][cH:21][cH:22]3)[n:16]2)[cH:23]1>>[F:8][c:9]1[c:10]([C:24](=[NH:25])[NH2:26])[cH:11][c:12]2[c:13]([nH:14][c:15](-[c:17]3[n:18][cH:19][cH:20][cH:21][cH:22]3)[n:16]2)[cH:23]1.